Dataset: the Open Reaction Database (ORD), a public repository of structured organic reaction records. Task: describe an organic reaction: reactants, conditions, products, and yield As a reaction SMILES: [CH3:39][N:40]([CH2:41][C:42](=[O:43])[Cl:44])[CH3:45].[CH:1]1([N:6]2[c:7]3[c:8]([cH:17][n:18][c:19]([NH:21][c:22]4[c:23]([O:37][CH3:38])[cH:24][c:25]([C:26](=[O:27])[NH:28][CH:29]5[CH2:30][CH2:31][NH:32][CH2:33][CH2:34]5)[cH:35][cH:36]4)[n:20]3)[N:9]([CH3:16])[C:10](=[O:15])[C:11]([F:13])([F:14])[CH2:12]2)[CH2:2][CH2:3][CH2:4][CH2:5]1>>[CH:1]1([N:6]2[c:7]3[c:8]([cH:17][n:18][c:19]([NH:21][c:22]4[c:23]([O:37][CH3:38])[cH:24][c:25]([C:26](=[O:27])[NH:28][CH:29]5[CH2:30][CH2:31][N:32]([C:42]([CH2:41][N:40]([CH3:39])[CH3:45])=[O:43])[CH2:33][CH2:34]5)[cH:35][cH:36]4)[n:20]3)[N:9]([CH3:16])[C:10](=[O:15])[C:11]([F:13])([F:14])[CH2:12]2)[CH2:2][CH2:3][CH2:4][CH2:5]1. Product: COc1cc(C(=O)NC2CCN(C(=O)CN(C)C)CC2)ccc1Nc1ncc2c(n1)N(C1CCCC1)CC(F)(F)C(=O)N2C. Starting materials: CN(C)CC(=O)Cl, COc1cc(C(=O)NC2CCNCC2)ccc1Nc1ncc2c(n1)N(C1CCCC1)CC(F)(F)C(=O)N2C.